From a dataset of the Open Reaction Database (ORD), a public repository of structured organic reaction records. describe an organic reaction: reactants, conditions, products, and yield Starting materials: Cl.Cl.N12C[C@@H](C(CC1)CC2)N ((R)-1-azabicyclo[2.2.2]oct-3-ylamine dihydrochloride), FC1=CC=C(C=C1)/C=C/C(=O)O (E-3-(4-fluorophenyl)propenoic acid). Yields the product N12C[C@@H](C(CC1)CC2)NC(\C=C\C2=CC=C(C=C2)F)=O ((R)-N-(1-Azabicyclo[2.2.2]oct-3-yl)[E-3-(4-fluorophenyl)propenamide]). RXN SMILES: Cl.Cl.[N:3]12[CH2:10][CH2:9][CH:6]([CH2:7][CH2:8]1)[C@@H:5]([NH2:11])[CH2:4]2.[F:12][C:13]1[CH:18]=[CH:17][C:16](/[CH:19]=[CH:20]/[C:21](O)=[O:22])=[CH:15][CH:14]=1>>[N:3]12[CH2:10][CH2:9][CH:6]([CH2:7][CH2:8]1)[C@@H:5]([NH:11][C:21](=[O:22])/[CH:20]=[CH:19]/[C:16]1[CH:17]=[CH:18][C:13]([F:12])=[CH:14][CH:15]=1)[CH2:4]2 |f:0.1.2|. Procedure details: Prepared as a free base by a method analogous to that described in Example 1 from (R)-1-azabicyclo[2.2.2]oct-3-ylamine dihydrochloride and E-3-(4-fluorophenyl)propenoic acid; the compound was purified by chromatography on silica gel using ammoniated methanol/chloroform mixtures as the eluent; MS (ES+) 275 (MH+). Starting materials: CC(C)(C)[Si](C)(C)Cl, C#CC1(O)C(CO)OC(n2ccc(N)nc2=O)C1O, CN(C)C=O, c1c[nH]cn1. Product: C#CC1(O)C(CO[Si](C)(C)C(C)(C)C)OC(n2ccc(N)nc2=O)C1O. RXN SMILES: [C:1]([CH3:2])([CH3:3])([CH3:4])[Si:5]([CH3:6])([CH3:7])[Cl:8].[C:9](#[CH:10])[C:11]1([OH:27])[CH:12]([OH:26])[CH:13]([n:18]2[c:19](=[O:20])[n:21][c:22]([NH2:23])[cH:24][cH:25]2)[O:14][CH:15]1[CH2:16][OH:17].[CH3:33][N:34]([CH3:35])[CH:36]=[O:37].[nH:28]1[cH:29][cH:30][n:31][cH:32]1>>[C:1]([CH3:2])([CH3:3])([CH3:4])[Si:5]([CH3:6])([CH3:7])[O:17][CH2:16][CH:15]1[C:11]([C:9]#[CH:10])([OH:27])[CH:12]([OH:26])[CH:13]([n:18]2[c:19](=[O:20])[n:21][c:22]([NH2:23])[cH:24][cH:25]2)[O:14]1. Starting materials: N1CNCC=C1 (tetrahydropyrimidine), C(C)C1(NC(CC(=N1)CC)(C)CC)C (2,4,6-triethyl-2,6-dimethyl-1,2,5,6-tetrahydropyrimidine), C([O-])([O-])=O.[Na+].[Na+] (sodium carbonate). Run in Cl (hydrochloric acid). Yields the product NC(CC(CC)=O)(CC)C (5-amino-5-methyl-3-heptanone). As a reaction SMILES: C(C1(C)N=[C:7]([CH2:9][CH3:10])[CH2:6][C:5]([CH2:12][CH3:13])([CH3:11])[NH:4]1)C.N1C=CCNC1.C(=O)([O-])[O-:22].[Na+].[Na+]>Cl>[NH2:4][C:5]([CH3:11])([CH2:12][CH3:13])[CH2:6][C:7](=[O:22])[CH2:9][CH3:10] |f:2.3.4|. Procedure: 196.3 g of 2,4,6-triethyl-2,6-dimethyl-1,2,5,6-tetrahydropyrimidine were added dropwise to 300 ml of concentrated hydrochloric acid at 30° - 40° C, with stirring. When all of the tetrahydropyrimidine had been added, the entire mixture was stirred for 4 - 5 hours and then neutralized with sodium carbonate and extracted with benzene. The resulting benzene solution was washed, in turn, with a 5% aqueous solution of sodium carbonate and with water, and was then dried over potassium carbonate. After ... Starting materials: CC(C)(C)OC(NC1=CC(=CC(=C1)OCCCCCCCCCCCCCCCCCC)[N+](=O)[O-])=O (3-nitro-5-(octadecyloxy)phenylcarbamic acid dimethylethyl ester), FC(C(=O)O)(F)F (trifluoroacetic acid). Solvent: C(Cl)Cl (methylene chloride). Run at time 3.5 hour. Product: [N+](=O)([O-])C=1C=C(C=C(C1)OCCCCCCCCCCCCCCCCCC)N (3-nitro-5-(octadecyloxy)benzenamine). The yield is 97.5%. Reaction SMILES: CC(OC(=O)[NH:7][C:8]1[CH:13]=[C:12]([O:14][CH2:15][CH2:16][CH2:17][CH2:18][CH2:19][CH2:20][CH2:21][CH2:22][CH2:23][CH2:24][CH2:25][CH2:26][CH2:27][CH2:28][CH2:29][CH2:30][CH2:31][CH3:32])[CH:11]=[C:10]([N+:33]([O-:35])=[O:34])[CH:9]=1)(C)C.FC(F)(F)C(O)=O>C(Cl)Cl>[N+:33]([C:10]1[CH:9]=[C:8]([NH2:7])[CH:13]=[C:12]([O:14][CH2:15][CH2:16][CH2:17][CH2:18][CH2:19][CH2:20][CH2:21][CH2:22][CH2:23][CH2:24][CH2:25][CH2:26][CH2:27][CH2:28][CH2:29][CH2:30][CH2:31][CH3:32])[CH:11]=1)([O-:35])=[O:34]. Reported procedure: To a solution of 4.6 g of 3-nitro-5-(octadecyloxy)phenylcarbamic acid dimethylethyl ester in 100 ml of methylene chloride stirred at room temperature was added 20 ml of trifluoroacetic acid. The reaction mixture was kept at room temperature for 3.5 hours and the solvent was then removed at reduced pressure. The residue was treated with water and the product was filtered and recrystallized from ethyl acetate-hexane to give 3.6 g (97% yield, mp 106°-108°) of 3-nitro-5-(octadecyloxy)benzenamine. Starting materials: COC(=O)c1ccc(CBr)cc1, O=C([O-])[O-], CC(C)=O, [K+], [K+], CC(c1cccc2ccccc12)N(CC1CNCC1c1ccccc1)C(=O)OC(C)(C)C. Yields the product COC(=O)c1ccc(CN2CC(CN(C(=O)OC(C)(C)C)C(C)c3cccc4ccccc34)C(c3ccccc3)C2)cc1. Reaction SMILES: [Br:7][CH2:8][c:9]1[cH:10][cH:11][c:12]([C:13](=[O:14])[O:15][CH3:16])[cH:17][cH:18]1.[C:1](=[O:2])([O-:3])[O-:4].[CH3:51][C:52](=[O:53])[CH3:54].[K+:5].[K+:6].[c:19]1([CH:29]([CH3:30])[N:31]([C:32]([O:33][C:34]([CH3:35])([CH3:36])[CH3:37])=[O:38])[CH2:39][CH:40]2[CH2:41][NH:42][CH2:43][CH:44]2[c:45]2[cH:46][cH:47][cH:48][cH:49][cH:50]2)[cH:20][cH:21][cH:22][c:23]2[cH:24][cH:25][cH:26][cH:27][c:28]12>>[CH2:8]([c:9]1[cH:10][cH:11][c:12]([C:13](=[O:14])[O:15][CH3:16])[cH:17][cH:18]1)[N:42]1[CH2:41][CH:40]([CH2:39][N:31]([CH:29]([c:19]2[cH:20][cH:21][cH:22][c:23]3[cH:24][cH:25][cH:26][cH:27][c:28]23)[CH3:30])[C:32]([O:33][C:34]([CH3:35])([CH3:36])[CH3:37])=[O:38])[CH:44]([c:45]2[cH:46][cH:47][cH:48][cH:49][cH:50]2)[CH2:43]1. The reactants are ClCCl, ClCCl, O=C(Cc1ccc(F)cc1)N1CC(N2CCOCC2)CN1, [Na+], O=C(Cl)c1ccnc(Oc2ccccc2)n1, [OH-], O. Product: O=C(Cc1ccc(F)cc1)N1CC(N2CCOCC2)CN1C(=O)c1ccnc(Oc2ccccc2)n1. RXN SMILES: [CH2:40]([Cl:41])[Cl:42].[Cl:44][CH2:45][Cl:46].[F:17][c:18]1[cH:19][cH:20][c:21]([CH2:24][C:25](=[O:26])[N:27]2[NH:28][CH2:29][CH:30]([N:32]3[CH2:33][CH2:34][O:35][CH2:36][CH2:37]3)[CH2:31]2)[cH:22][cH:23]1.[Na+:39].[O:1]([c:2]1[cH:3][cH:4][cH:5][cH:6][cH:7]1)[c:8]1[n:9][cH:10][cH:11][c:12]([C:14](=[O:15])[Cl:16])[n:13]1.[OH-:38].[OH2:43]>>[O:1]([c:2]1[cH:3][cH:4][cH:5][cH:6][cH:7]1)[c:8]1[n:9][cH:10][cH:11][c:12]([C:14](=[O:15])[N:28]2[N:27]([C:25]([CH2:24][c:21]3[cH:20][cH:19][c:18]([F:17])[cH:23][cH:22]3)=[O:26])[CH2:31][CH:30]([N:32]3[CH2:33][CH2:34][O:35][CH2:36][CH2:37]3)[CH2:29]2)[n:13]1. Reactants: CC(C)(C)OC(=O)NC(Cc1ccccc1)C(=O)O, CC(C)COC(=O)Cl, CN1CCOCC1, CN(C)C=O, Cl, COC(=O)C12CC3CC(CC(N)(C3)C1)C2, COC(=O)C12CC3CC(CC(N)(C3)C1)C2, O. Product: COC(=O)C12CC3CC(CC(N)(C3)C1C(=O)C(Cc1ccccc1)NC(=O)OC(C)(C)C)C2. Reaction SMILES: [C:1](=[O:2])([O:3][C:4]([CH3:5])([CH3:6])[CH3:7])[NH:8][CH:9]([CH2:10][c:11]1[cH:12][cH:13][cH:14][cH:15][cH:16]1)[C:17](=[O:18])[OH:19].[CH2:27]([O:28][C:29]([Cl:30])=[O:31])[CH:32]([CH3:33])[CH3:34].[CH3:20][N:21]1[CH2:22][CH2:23][O:24][CH2:25][CH2:26]1.[CH3:66][N:67]([CH3:68])[CH:69]=[O:70].[ClH:35].[NH2:36][C:37]12[CH2:38][C:39]3([C:47](=[O:48])[O:49][CH3:50])[CH2:40][CH:41]([CH2:42][CH:43]([CH2:44]1)[CH2:45]3)[CH2:46]2.[NH2:51][C:52]12[CH2:53][CH:54]3[CH2:55][CH:56]([CH2:57][C:58]([C:59]([O:60][CH3:61])=[O:62])([CH2:63]3)[CH2:64]1)[CH2:65]2.[OH2:71]>>[C:1](=[O:2])([O:3][C:4]([CH3:5])([CH3:6])[CH3:7])[NH:8][CH:9]([CH2:10][c:11]1[cH:12][cH:13][cH:14][cH:15][cH:16]1)[C:17](=[O:19])[CH:38]1[C:37]2([NH2:36])[CH2:44][CH:43]3[CH2:42][CH:41]([CH2:40][C:39]1([C:47](=[O:48])[O:49][CH3:50])[CH2:45]3)[CH2:46]2. Starting materials: CCO, Cl, Cl, Cc1ccnc2c1C(=O)CC(c1ccc(F)cc1)C2, N=C(N)NN, O. Product: Cl, Cc1ccnc2c1C(=NNC(=N)N)CC(c1ccc(F)cc1)C2. Reaction SMILES: [CH3:28][CH2:29][OH:30].[ClH:20].[ClH:26].[F:1][c:2]1[cH:3][cH:4][c:5]([CH:8]2[CH2:9][C:10](=[O:19])[c:11]3[c:12]([CH3:18])[cH:13][cH:14][n:15][c:16]3[CH2:17]2)[cH:6][cH:7]1.[NH2:21][NH:22][C:23](=[NH:24])[NH2:25].[OH2:27]>>[ClH:20].[F:1][c:2]1[cH:3][cH:4][c:5]([CH:8]2[CH2:9][C:10](=[N:21][NH:22][C:23](=[NH:24])[NH2:25])[c:11]3[c:12]([CH3:18])[cH:13][cH:14][n:15][c:16]3[CH2:17]2)[cH:6][cH:7]1. Reactants: O=C(Cl)OCc1ccccc1, CC(C)=O, Nc1ccccc1, [Na+], O=C([O-])O, O. Product: O=C(Nc1ccccc1)OCc1ccccc1. As a reaction SMILES: [CH2:13]([c:14]1[cH:15][cH:16][cH:17][cH:18][cH:19]1)[O:20][C:21](=[O:22])[Cl:23].[CH3:24][C:25](=[O:26])[CH3:27].[NH2:1][c:2]1[cH:3][cH:4][cH:5][cH:6][cH:7]1.[Na+:12].[O-:8][C:9]([OH:10])=[O:11].[OH2:28]>>[NH:1]([c:2]1[cH:3][cH:4][cH:5][cH:6][cH:7]1)[C:21]([O:20][CH2:13][c:14]1[cH:15][cH:16][cH:17][cH:18][cH:19]1)=[O:22]. The reactants are C1=C(c2c[nH]c3ccccc23)CCC2(C1)OCCO2, CO, [H][H], C1CCOC1. Yields the product c1ccc2c(C3CCC4(CC3)OCCO4)c[nH]c2c1. RXN SMILES: [CH2:1]1[CH2:2][O:3][C:4]2([CH2:5][CH:6]=[C:7]([c:10]3[cH:11][nH:12][c:13]4[cH:14][cH:15][cH:16][cH:17][c:18]34)[CH2:8][CH2:9]2)[O:19]1.[CH3:27][OH:28].[H:20][H:21].[O:22]1[CH2:23][CH2:24][CH2:25][CH2:26]1>>[CH2:1]1[CH2:2][O:3][C:4]2([CH2:5][CH2:6][CH:7]([c:10]3[cH:11][nH:12][c:13]4[cH:14][cH:15][cH:16][cH:17][c:18]34)[CH2:8][CH2:9]2)[O:19]1.